Dataset: the Open Reaction Database (ORD), a public repository of structured organic reaction records. Task: describe an organic reaction: reactants, conditions, products, and yield The reactants are O (water), OC=1C=C(C=CC1)C1(C(COC2=C1C=CC(=C2)OCOC)C2=CC=C(C=C2)OCOC)O (4-(3-Hydroxyphenyl)-4-hydroxy-7-methoxymethyloxy-3-[4-(methoxymethyloxy)phenyl]-2,3-dihydro-4H-benzopyran), BrCCCCCCl (1-bromo-5-chloropentane), [OH-].[Na+] (NaOH). Run in CC(=O)C (acetone). Product: ClCCCCCOC=1C=C(C=CC1)C1(C(COC2=C1C=CC(=C2)OCOC)C2=CC=C(C=C2)OCOC)O (4-[3-(5-chloropentyloxy)phenyl]-4-hydroxy-7-methoxymethyloxy-3-[4-(methoxymethyloxy)phenyl]-2,3-dihydro-4H-benzopyran). Yield: 94.2%. RXN SMILES: [OH:1][C:2]1[CH:3]=[C:4]([C:8]2([OH:32])[C:13]3[CH:14]=[CH:15][C:16]([O:18][CH2:19][O:20][CH3:21])=[CH:17][C:12]=3[O:11][CH2:10][CH:9]2[C:22]2[CH:27]=[CH:26][C:25]([O:28][CH2:29][O:30][CH3:31])=[CH:24][CH:23]=2)[CH:5]=[CH:6][CH:7]=1.Br[CH2:34][CH2:35][CH2:36][CH2:37][CH2:38][Cl:39].[OH-].[Na+].O>CC(C)=O>[Cl:39][CH2:38][CH2:37][CH2:36][CH2:35][CH2:34][O:1][C:2]1[CH:3]=[C:4]([C:8]2([OH:32])[C:13]3[CH:14]=[CH:15][C:16]([O:18][CH2:19][O:20][CH3:21])=[CH:17][C:12]=3[O:11][CH2:10][CH:9]2[C:22]2[CH:23]=[CH:24][C:25]([O:28][CH2:29][O:30][CH3:31])=[CH:26][CH:27]=2)[CH:5]=[CH:6][CH:7]=1 |f:2.3|. Procedure details: 4-(3-Hydroxyphenyl)-4-hydroxy-7-methoxymethyloxy-3-[4-(methoxymethyloxy)phenyl]-2,3-dihydro-4H-benzopyran (283 mg, 0.6 mmol), 1-bromo-5-chloropentane (598 mg, 3.2 mmol) and aqueous 2N-NaOH solution (1 ml) were dissolved in acetone (3 ml) and then refluxed for 6 hours. The reaction mixture was cooled to room temperature and then water was added thereto. The reaction solution was extracted with ethyl acetate and the organic layer was dried over anhydrous magnesium sulfate, filtered and concentrate... The reactants are C(C)C(CC)NC=1C(=CC(=C(C1[N+](=O)[O-])C(C)C)CC=O)[N+](=O)[O-] ({5-[(1-ethylpropyl)amino]-4,6-dinitro-o-cumenyl}acetaldehyde), [Mn](=O)(=O)(=O)[O-].[K+] (potassium permanganate), S(=S)(=O)([O-])[O-].[Na+].[Na+] (sodium thiosulfate), [Mn](=O)(=O)(=O)[O-].[K+] (potassium permanganate), S(O)(O)(=O)=O (sulfuric acid). Solvent: C(Cl)Cl (methylene chloride), C(Cl)Cl (Methylene chloride), O (water). Reaction conditions: temperature 12 celsius, time 8 hour. The product is C(C)C(CC)NC=1C(=CC(=C(C1[N+](=O)[O-])C(C)C)CC(=O)O)[N+](=O)[O-] ({5-[(1-Ethylpropyl)amino]-4,6-dinitro-o-cumenyl}acetic acid). As a reaction SMILES: S(=O)(=O)(O)O.[CH2:6]([CH:8]([NH:11][C:12]1[C:13]([N+:27]([O-:29])=[O:28])=[CH:14][C:15]([CH2:24][CH:25]=[O:26])=[C:16]([CH:21]([CH3:23])[CH3:22])[C:17]=1[N+:18]([O-:20])=[O:19])[CH2:9][CH3:10])[CH3:7].[Mn]([O-])(=O)(=O)=[O:31].[K+].S([O-])([O-])(=O)=S.[Na+].[Na+]>C(Cl)Cl.O>[CH2:6]([CH:8]([NH:11][C:12]1[C:13]([N+:27]([O-:29])=[O:28])=[CH:14][C:15]([CH2:24][C:25]([OH:31])=[O:26])=[C:16]([CH:21]([CH3:22])[CH3:23])[C:17]=1[N+:18]([O-:20])=[O:19])[CH2:9][CH3:10])[CH3:7] |f:2.3,4.5.6|. Procedure details: A mixture of concentrated sulfuric acid (4.25 g) and water (17.3 g) is cooled to about 12° C., and a solution of {5-[(1-ethylpropyl)amino]-4,6-dinitro-o-cumenyl}acetaldehyde (6.5 g; 0.0192 mol) in methylene chloride (40 ml) is added slowly while the temperature of the mixture is maintained at about 12° C. Next, potassium permanganate (3.0 g; 0.0192 mol) is added to small portions. After stirring overnight at room temperature, tlc indicates the presence of some starting material. The mixture is c... Starting materials: CC(=O)Cl, COc1cc(C(=O)c2c(C)c(OC)c3ccccn23)ccc1N. Product: COc1cc(C(=O)c2c(C)c(OC)c3ccccn23)ccc1NC(C)=O. RXN SMILES: [CH3:24][C:25]([Cl:26])=[O:27].[NH2:1][c:2]1[c:3]([O:22][CH3:23])[cH:4][c:5]([C:8](=[O:9])[c:10]2[c:11]([CH3:21])[c:12]([O:19][CH3:20])[c:13]3[cH:14][cH:15][cH:16][cH:17][n:18]23)[cH:6][cH:7]1>>[NH:1]([c:2]1[c:3]([O:22][CH3:23])[cH:4][c:5]([C:8](=[O:9])[c:10]2[c:11]([CH3:21])[c:12]([O:19][CH3:20])[c:13]3[cH:14][cH:15][cH:16][cH:17][n:18]23)[cH:6][cH:7]1)[C:25]([CH3:24])=[O:27]. The reactants are N1(CCCCC1)S(=O)(=O)C1=CC=C(C=C1)B(O)O ((4-(Piperidin-1-ylsulfonyl)phenyl)boronic acid), C([O-])([O-])=O.[K+].[K+] (Potassium carbonate), BrC1=C(SC=C1C)C(=O)OC (Methyl 3-bromo-4-methylthiophene-2-carboxylate). The reagents and catalysts are C=1C=CC(=CC1)[P](C=2C=CC=CC2)(C=3C=CC=CC3)[Pd]([P](C=4C=CC=CC4)(C=5C=CC=CC5)C=6C=CC=CC6)([P](C=7C=CC=CC7)(C=8C=CC=CC8)C=9C=CC=CC9)[P](C=1C=CC=CC1)(C=1C=CC=CC1)C=1C=CC=CC1 (tetrakis(triphenylphosphine)palladium(0)). Solvent: C(C)O (ethanol), C1(=CC=CC=C1)C (toluene). Reaction conditions: temperature 105 celsius, time 15 hour. Product: CC=1C(=C(SC1)C(=O)OCC)C1=CC=C(C=C1)S(=O)(=O)N1CCCCC1 (Ethyl 4-methyl-3-(4-(piperidin-1-ylsulfonyl)phenyl)thiophene-2-carboxylate). Isolated yield 62.0%. As a reaction SMILES: [N:1]1([S:7]([C:10]2[CH:15]=[CH:14][C:13](B(O)O)=[CH:12][CH:11]=2)(=[O:9])=[O:8])[CH2:6][CH2:5][CH2:4][CH2:3][CH2:2]1.[C:19](=O)([O-])[O-].[K+].[K+].Br[C:26]1[C:30]([CH3:31])=[CH:29][S:28][C:27]=1[C:32]([O:34][CH3:35])=[O:33]>C(O)C.C1(C)C=CC=CC=1.C1C=CC([P]([Pd]([P](C2C=CC=CC=2)(C2C=CC=CC=2)C2C=CC=CC=2)([P](C2C=CC=CC=2)(C2C=CC=CC=2)C2C=CC=CC=2)[P](C2C=CC=CC=2)(C2C=CC=CC=2)C2C=CC=CC=2)(C2C=CC=CC=2)C2C=CC=CC=2)=CC=1>[CH3:31][C:30]1[C:26]([C:13]2[CH:14]=[CH:15][C:10]([S:7]([N:1]3[CH2:6][CH2:5][CH2:4][CH2:3][CH2:2]3)(=[O:9])=[O:8])=[CH:11][CH:12]=2)=[C:27]([C:32]([O:34][CH2:35][CH3:19])=[O:33])[S:28][CH:29]=1 |f:1.2.3,^1:49,51,70,89|. Procedure: (4-(Piperidin-1-ylsulfonyl)phenyl)boronic acid (Prepared according to the procedure reported in US20060258670, 4.41 g, 16.38 mmol) and Potassium carbonate (5.15 g, 37.2 mmol) were added to a stirred suspension of methyl 3-bromo-4-methylthiophene-2-carboxylate (7a, 3.5 g, 14.89 mmol) in a mixture of 100 ml of ethanol and 30 ml toluene in a tube under a nitrogen atmosphere at room temperature (25° C.). Nitrogen was purged to this suspension for 15 minute at room temperature (25° C.). The reaction ... Reactants: NC1=C2N=CN(C2=NC(=N1)NC1=CC=CC=C1)CC1=CC=CC=C1 (6-Amino-2-anilino-9-benzylpurine), S(=S)(=O)([O-])[O-].[Na+].[Na+] (sodium thiosulfate), C(C)(=O)[O-].[Na+] (sodium acetate), BrBr (bromine). The solvent is C(Cl)Cl (methylene chloride), C(C)(=O)O (acetic acid). Conditions: time 3 hour. Yields the product NC1=C2N=C(N(C2=NC(=N1)NC1=CC=CC=C1)CC1=CC=CC=C1)Br (6-Amino-2-anilino-9-benzyl-8-bromopurine). Yield: 92.0%. As a reaction SMILES: [NH2:1][C:2]1[N:10]=[C:9]([NH:11][C:12]2[CH:17]=[CH:16][CH:15]=[CH:14][CH:13]=2)[N:8]=[C:7]2[C:3]=1[N:4]=[CH:5][N:6]2[CH2:18][C:19]1[CH:24]=[CH:23][CH:22]=[CH:21][CH:20]=1.C([O-])(=O)C.[Na+].[Br:30]Br.S([O-])([O-])(=O)=S.[Na+].[Na+]>C(Cl)Cl.C(O)(=O)C>[NH2:1][C:2]1[N:10]=[C:9]([NH:11][C:12]2[CH:17]=[CH:16][CH:15]=[CH:14][CH:13]=2)[N:8]=[C:7]2[C:3]=1[N:4]=[C:5]([Br:30])[N:6]2[CH2:18][C:19]1[CH:20]=[CH:21][CH:22]=[CH:23][CH:24]=1 |f:1.2,4.5.6|. Reported procedure: 6-Amino-2-anilino-9-benzylpurine (87 mg, 0.31 mmol) was dissolved in a mixture of methylene chloride (50 ml) and acetic acid (10 ml). To the solution were added sodium acetate (105 mg, 1.28 mmol) and bromine (0.5 ml), and the mixture was stirred at room temperature for 3 hour. Aqueous sodium thiosulfate was added to the reaction mixture. The organic layer was separated, washed with aqueous saturated sodium hydrogen carbonate, dried on sodium sulfate and filtered. The solvent in the filtrate was ... Starting materials: C(C)OC(CC1=NC(=CC=C1)SC1=C(NC2=C(C(=CC=C12)Cl)F)C)=O ([6-(6-chloro-7-fluoro-2-methyl-1H-indol-3-ylsulfanyl)-pyridin-2-yl]-acetic acid ethyl ester), BrC=1C=NN(C1)CCC (4-bromo-1-propyl-1H-pyrazole). The product is C(C)OC(CC1=NC(=CC=C1)SC1=C(N(C2=C(C(=CC=C12)Cl)F)C=1C=NN(C1)CCC)C)=O ({6-[6-Chloro-7-fluoro-2-methyl-1-(1-propyl-1H-pyrazol-4-yl)-1H-indol-3-ylsulfanyl]-pyridin-2-yl}-acetic acid ethyl ester). As a reaction SMILES: [CH2:1]([O:3][C:4](=[O:25])[CH2:5][C:6]1[CH:11]=[CH:10][CH:9]=[C:8]([S:12][C:13]2[C:21]3[C:16](=[C:17]([F:23])[C:18]([Cl:22])=[CH:19][CH:20]=3)[NH:15][C:14]=2[CH3:24])[N:7]=1)[CH3:2].Br[C:27]1[CH:28]=[N:29][N:30]([CH2:32][CH2:33][CH3:34])[CH:31]=1>>[CH2:1]([O:3][C:4](=[O:25])[CH2:5][C:6]1[CH:11]=[CH:10][CH:9]=[C:8]([S:12][C:13]2[C:21]3[C:16](=[C:17]([F:23])[C:18]([Cl:22])=[CH:19][CH:20]=3)[N:15]([C:27]3[CH:28]=[N:29][N:30]([CH2:32][CH2:33][CH3:34])[CH:31]=3)[C:14]=2[CH3:24])[N:7]=1)[CH3:2]. Procedure: Prepared according to the procedure described in Example 9, Step 4, using the following starting materials: [6-(6-chloro-7-fluoro-2-methyl-1H-indol-3-ylsulfanyl)-pyridin-2-yl]-acetic acid ethyl ester and 4-bromo-1-propyl-1H-pyrazole. The reactants are C(C)(=O)N1CCN(CC1)CC1=CC=C(C=C1)C1=C(C=C(C=C1)CCC(=O)OCC)OCCCOC (ethyl 3-{4′-[(4-acetylpiperazin-1-yl)methyl]-2-(3-methoxypropoxy)biphenyl-4-yl}propanoate), [Na] (Sodium), [Na] (sodium), Cl.NC(=N)N (guanidine hydrochloride), ClCCl.[Cl-].[Na+].O (dichloromethane brine). Run in CN(C)C=O (DMF), C(C)O (ethanol). Reaction conditions: time 1 hour. The product is Cl.C(C)(=O)N1CCN(CC1)CC1=CC=C(C=C1)C1=C(C=C(C=C1)CCC(=O)NC(=N)N)OCCCOC (3-{4′-[(4-acetylpiperazin-1-yl)methyl]-2-(3-methoxypropoxy)biphenyl-4-yl}-N-[amino(imino)methyl]propanamide hydrochloride). Yield: 32.0%. As a reaction SMILES: [Na].Cl.[NH2:3][C:4]([NH2:6])=[NH:5].[C:7]([N:10]1[CH2:15][CH2:14][N:13]([CH2:16][C:17]2[CH:22]=[CH:21][C:20]([C:23]3[CH:28]=[CH:27][C:26]([CH2:29][CH2:30][C:31](OCC)=[O:32])=[CH:25][C:24]=3[O:36][CH2:37][CH2:38][CH2:39][O:40][CH3:41])=[CH:19][CH:18]=2)[CH2:12][CH2:11]1)(=[O:9])[CH3:8].[Cl:42]CCl.[Cl-].[Na+].O>C(O)C.CN(C=O)C>[ClH:42].[C:7]([N:10]1[CH2:11][CH2:12][N:13]([CH2:16][C:17]2[CH:22]=[CH:21][C:20]([C:23]3[CH:28]=[CH:27][C:26]([CH2:29][CH2:30][C:31]([NH:5][C:4]([NH2:6])=[NH:3])=[O:32])=[CH:25][C:24]=3[O:36][CH2:37][CH2:38][CH2:39][O:40][CH3:41])=[CH:19][CH:18]=2)[CH2:14][CH2:15]1)(=[O:9])[CH3:8] |f:1.2,4.5.6.7,10.11,^1:0|. Reported procedure: Sodium (0.14 g, 6.0 mmol) was dissolved in ethanol (3.5 mL) at room temperature. Once all the sodium was dissolved, guanidine hydrochloride (0.57 g, 6.0 mmol) was added and the mixture was stirred for 1 h. A white precipitate formed and was filtered off. The filtrate was evaporated under reduced pressure and absolution of ethyl 3-{4′-[(4-acetylpiperazin-1-yl)methyl]-2-(3-methoxypropoxy)biphenyl-4-yl}propanoate (0.46 g, 0.9 mmol) and DMF (3.5 mL) was added at room temperature. After completion of... Starting materials: CC(=O)[O-].[Na+] (NaOAc), ClC1=CC=C(CC(C(=O)OCC)C(C)=O)C=C1 ((+/−)-Ethyl 2-(4-chlorobenzyl)-3-oxobutanoate), [OH-].[K+] (KOH), CCO (EtOH), BrC1=C(N)C=C(C(=C1)Br)SC (2,4-Dibromo-5-(methylsulfanyl)aniline), N(=O)[O-].[Na+] (NaNO2), CC(=O)[O-].[Na+] (NaOAc), diazonium salt. Run in O (water), Cl (HCl). Reaction conditions: temperature 0 celsius, time 15 minute. Product: ClC1=CC=C(C=C1)C1=C2N(C3=CC=CC(=C13)S(=O)C)CCCC2CC(=O)O ((+/−)-[10-(4-chlorophenyl) 1-(methylsulfinyl)-6,7,8,9-tetra-hydro-pyrido[1,2-a]indol-9-yl]acetic acid). RXN SMILES: Br[C:2]1[CH:8]=[C:7](Br)[C:6]([S:10][CH3:11])=[CH:5][C:3]=1[NH2:4].N([O-])=O.[Na+].[CH3:16][C:17]([O-:19])=[O:18].[Na+].[Cl:21][C:22]1[CH:37]=[CH:36][C:25]([CH2:26][CH:27]([C:33](=O)[CH3:34])C(OCC)=O)=[CH:24][CH:23]=1.[OH-:38].[K+].[CH3:40][CH2:41]O>O.Cl>[Cl:21][C:22]1[CH:23]=[CH:24][C:25]([C:26]2[C:5]3[C:3](=[CH:2][CH:8]=[CH:7][C:6]=3[S:10]([CH3:11])=[O:38])[N:4]3[CH2:40][CH2:41][CH2:34][CH:33]([CH2:16][C:17]([OH:19])=[O:18])[C:27]=23)=[CH:36][CH:37]=1 |f:1.2,3.4,6.7|. Reported procedure: To a suspension of the aniline of Step 2 (5.95 g, 20 mmol) in 13 mL of water and 8 mL of concentrated HCl at 0° was added a NaNO2 solution (1.52 g in 3 mL of water). The mixture was stirred for 15 minutes at 0° C. and was adjusted to pH 3 with the addition of NaOAc. In a separate flask, a solution of the ester of Step 1 (5.1 g, 20 mmol) in 27 mL of EtOH was treated with an aqueous solution of KOH (1.12 g in 3 mL of water). The solution was then cooled to −5° C. and the diazonium salt was added t... Starting materials: CC(Br)c1ccnc2ncnn12, COCCOC, Oc1ccc(F)cc1, [H-], [Na+]. The product is CC(Oc1ccc(F)cc1)c1ccnc2ncnn12. Reaction SMILES: [Br:11][CH:12]([CH3:13])[c:14]1[cH:15][cH:16][n:17][c:18]2[n:19]1[n:20][cH:21][n:22]2.[CH3:23][O:24][CH2:25][CH2:26][O:27][CH3:28].[F:1][c:2]1[cH:3][cH:4][c:5]([OH:8])[cH:6][cH:7]1.[H-:9].[Na+:10]>>[F:1][c:2]1[cH:3][cH:4][c:5]([O:8][CH:12]([CH3:13])[c:14]2[cH:15][cH:16][n:17][c:18]3[n:19]2[n:20][cH:21][n:22]3)[cH:6][cH:7]1.